describe an organic reaction: reactants, conditions, products, and yield From a dataset of the Open Reaction Database (ORD), a public repository of structured organic reaction records. The reactants are BrCCCBr, O=C([O-])[O-], CN(C)C=O, Oc1c(Cl)cc(OCC=C(Cl)Cl)cc1Cl, [K+], [K+]. The product is ClC(Cl)=CCOc1cc(Cl)c(OCCCBr)c(Cl)c1. As a reaction SMILES: [Br:16][CH2:17][CH2:18][CH2:19][Br:20].[C:21](=[O:22])([O-:23])[O-:24].[CH3:27][N:28]([CH3:29])[CH:30]=[O:31].[Cl:1][c:2]1[c:3]([OH:15])[c:4]([Cl:14])[cH:5][c:6]([O:8][CH2:9][CH:10]=[C:11]([Cl:12])[Cl:13])[cH:7]1.[K+:25].[K+:26]>>[Cl:1][c:2]1[c:3]([O:15][CH2:19][CH2:18][CH2:17][Br:16])[c:4]([Cl:14])[cH:5][c:6]([O:8][CH2:9][CH:10]=[C:11]([Cl:12])[Cl:13])[cH:7]1. Reactants: C(C)(C)(C)OC(=O)N1CCC(=CC1)C1=CC=C(C(=O)O)C=C1 (4-(1-tert-butoxycarbonyl -1,2,3,6-tetrahydropyridin-4-yl)benzoic acid), Cl.ClC=1C=C2C=CC(=CC2=CC1)S(=O)(=O)N1CCNCC1 (1-[(6-chloronaphthalen-2-yl)sulfonyl]piperazine hydrochloride). The product is C(C)(C)(C)OC(=O)N1CCC(=CC1)C1=CC=C(C(=O)N2CCN(CC2)S(=O)(=O)C2=CC3=CC=C(C=C3C=C2)Cl)C=C1 (1-[4-(1-tert-butoxycarbonyl -1,2,3,6-tetrahydropyridin-4-yl)benzoyl]-4-[(6-chloronaphthalen-2-yl)sulfonyl]piperazine). As a reaction SMILES: [C:1]([O:5][C:6]([N:8]1[CH2:13][CH:12]=[C:11]([C:14]2[CH:22]=[CH:21][C:17]([C:18]([OH:20])=O)=[CH:16][CH:15]=2)[CH2:10][CH2:9]1)=[O:7])([CH3:4])([CH3:3])[CH3:2].Cl.[Cl:24][C:25]1[CH:26]=[C:27]2[C:32](=[CH:33][CH:34]=1)[CH:31]=[C:30]([S:35]([N:38]1[CH2:43][CH2:42][NH:41][CH2:40][CH2:39]1)(=[O:37])=[O:36])[CH:29]=[CH:28]2>>[C:1]([O:5][C:6]([N:8]1[CH2:13][CH:12]=[C:11]([C:14]2[CH:15]=[CH:16][C:17]([C:18]([N:41]3[CH2:40][CH2:39][N:38]([S:35]([C:30]4[CH:29]=[CH:28][C:27]5[C:32](=[CH:33][CH:34]=[C:25]([Cl:24])[CH:26]=5)[CH:31]=4)(=[O:37])=[O:36])[CH2:43][CH2:42]3)=[O:20])=[CH:21][CH:22]=2)[CH2:10][CH2:9]1)=[O:7])([CH3:3])([CH3:4])[CH3:2] |f:1.2|. Reported procedure: In the same manner as in Referential Example 12, a reaction was conducted using 4-(1-tert-butoxycarbonyl -1,2,3,6-tetrahydropyridin-4-yl)benzoic acid and 1-[(6-chloronaphthalen-2-yl)sulfonyl]piperazine hydrochloride as starting materials, whereby the title compound was obtained. The reactants are CCCC[Sn](CCCC)(CCCC)c1cc2cccnc2n1COCC[Si](C)(C)C, CCO, Nc1nccn2c(C3CCC3)nc(I)c12. Yields the product C[Si](C)(C)CCOCn1c(-c2nc(C3CCC3)n3ccnc(N)c23)cc2cccnc21. RXN SMILES: [CH3:1][Si:2]([CH2:3][CH2:4][O:5][CH2:6][n:7]1[c:8]([Sn:16]([CH2:17][CH2:18][CH2:19][CH3:20])([CH2:21][CH2:22][CH2:23][CH3:24])[CH2:25][CH2:26][CH2:27][CH3:28])[cH:9][c:10]2[c:11]1[n:12][cH:13][cH:14][cH:15]2)([CH3:29])[CH3:30].[CH3:46][CH2:47][OH:48].[CH:31]1([c:35]2[n:36][c:37]([I:45])[c:38]3[n:39]2[cH:40][cH:41][n:42][c:43]3[NH2:44])[CH2:32][CH2:33][CH2:34]1>>[CH3:1][Si:2]([CH2:3][CH2:4][O:5][CH2:6][n:7]1[c:8](-[c:37]2[n:36][c:35]([CH:31]3[CH2:32][CH2:33][CH2:34]3)[n:39]3[c:38]2[c:43]([NH2:44])[n:42][cH:41][cH:40]3)[cH:9][c:10]2[c:11]1[n:12][cH:13][cH:14][cH:15]2)([CH3:29])[CH3:30]. The solvent is C(C)O (ethanol). The product is O.C(C)OC(=O)C(C=1N=C(SC1)NC(=O)NC1=CC(=CC=C1)F)=C1C(N(C(S1)=S)CC(=O)O)=O.C(C)OC(=O)C(C=1N=C(SC1)NC(=O)NC1=CC(=CC=C1)F)=C1C(N(C(S1)=S)CC(=O)O)=O (5{1-Ethoxycarbonyl-1-[2-(3-m-fluorophenylureido)thiazol-4-yl]methylene}rhodanine-3-acetic acid hemihydrate). Reactants: FC=1C=C(C=CC1)NC(NC=1SC=C(N1)C(C(=O)OCC)=O)=O (ethyl 2-(3-m-fluorophenylureido)thiazol-4-ylglyoxylate), S1C(=S)N(C(=O)C1)CC(=O)O (rhodanine-3-acetic acid), [Cl-].[NH4+] (ammonium chloride), N (ammonia). RXN SMILES: [F:1][C:2]1[CH:3]=[C:4]([NH:8][C:9](=[O:23])[NH:10][C:11]2[S:12][CH:13]=[C:14]([C:16](=O)[C:17]([O:19][CH2:20][CH3:21])=[O:18])[N:15]=2)[CH:5]=[CH:6][CH:7]=1.[S:24]1[CH2:30][C:28](=[O:29])[N:27]([CH2:31][C:32]([OH:34])=[O:33])[C:25]1=[S:26].[Cl-].[NH4+].N>C(O)C>[OH2:18].[CH2:20]([O:19][C:17]([C:16](=[C:30]1[S:24][C:25](=[S:26])[N:27]([CH2:31][C:32]([OH:34])=[O:33])[C:28]1=[O:29])[C:14]1[N:15]=[C:11]([NH:10][C:9]([NH:8][C:4]2[CH:5]=[CH:6][CH:7]=[C:2]([F:1])[CH:3]=2)=[O:23])[S:12][CH:13]=1)=[O:18])[CH3:21].[CH2:20]([O:19][C:17]([C:16](=[C:30]1[S:24][C:25](=[S:26])[N:27]([CH2:31][C:32]([OH:34])=[O:33])[C:28]1=[O:29])[C:14]1[N:15]=[C:11]([NH:10][C:9]([NH:8][C:4]2[CH:5]=[CH:6][CH:7]=[C:2]([F:1])[CH:3]=2)=[O:23])[S:12][CH:13]=1)=[O:18])[CH3:21] |f:2.3,6.7.8|. Procedure details: Following a procedure similar to that described in Example 1, the desired compound was prepared from 1.7 g of ethyl 2-(3-m-fluorophenylureido)thiazol-4-ylglyoxylate, 0.96 g of rhodanine-3-acetic acid, 0.5 g of ammonium chloride, 0.5 ml of 28% v/v aqueous ammonia and 20 ml of ethanol. The resulting product was an orange powder having the following physical properties. The reactants are COC=1C=C(C=C(C1)OC)C(=CC#N)C1=CC(=CC=C1)OC (3-(3,5-dimethoxy-phenyl)-3-(3-methoxy-phenyl)-acrylonitrile), COC=1C=C(C=CC1)C(=O)C1=CC(=CC=C1)OC (Bis-(3-methoxyphenyl)methanone), C(C)OP(OCC)(=O)CC#N (cyanomethylphosphonic acid diethyl ester), C[Si](C)(C)[N-][Si](C)(C)C.[Li+] (lithium bis(trimethylsilyl)amide). Solvent: C1CCOC1 (THF). Yields the product COC=1C=C(C=CC1)C(=CC#N)C1=CC(=CC=C1)OC (3,3-bis-(3-methoxy-phenyl)-acrylonitrile). Yield: 56.0%. Reaction SMILES: COC1C=C(C(C2C=CC=C(OC)C=2)=O)C=CC=1.C(OP(CC#N)(=O)OCC)C.C[Si]([N-][Si](C)(C)C)(C)C.[Li+].[CH3:40][O:41][C:42]1[CH:43]=[C:44]([C:50]([C:54]2[CH:59]=[CH:58][CH:57]=[C:56]([O:60][CH3:61])[CH:55]=2)=[CH:51][C:52]#[N:53])[CH:45]=[C:46](OC)[CH:47]=1>C1COCC1>[CH3:61][O:60][C:56]1[CH:55]=[C:54]([C:50]([C:44]2[CH:45]=[CH:46][CH:47]=[C:42]([O:41][CH3:40])[CH:43]=2)=[CH:51][C:52]#[N:53])[CH:59]=[CH:58][CH:57]=1 |f:2.3|. Reported procedure: Bis-(3-methoxyphenyl)methanone (1.23 g, 5.08 mmol), cyanomethylphosphonic acid diethyl ester (1.60 ml, 10.15 mmol) in anhydrous THF (10 ml), and lithium bis(trimethylsilyl)amide (1.0 M solution in THF, 10.15 ml, 10.15 mmol) were treated in the same manner as described above for the synthesis of 3-(3,5-dimethoxy-phenyl)-3-(3-methoxy-phenyl)-acrylonitrile. The crude was purified via flash column chromatography (10% EtOAc in hexane gradient to 25% EtOAc in hexane) to give 3,3-bis-(3-methoxy-phenyl)...